This data is from the Open Reaction Database (ORD), a public repository of structured organic reaction records. The task is: describe an organic reaction: reactants, conditions, products, and yield Starting materials: CSC=1N=C(NC(C1C#N)=O)CC1=CC(=CC=C1)C(F)(F)F (4-(methylsulphanyl)-6-oxo-2-[3-(trifluoromethyl)benzyl]-1,6-dihydropyrimidine-5-carbonitrile), N1CCCCC1 (piperidine). The product is O=C1C(=C(N=C(N1)CC1=CC(=CC=C1)C(F)(F)F)N1CCCCC1)C#N (6-Oxo-4-(1-piperidinyl)-2-[3-(trifluoromethyl)benzyl]-1,6-dihydropyrimidine-5-carbonitrile). As a reaction SMILES: CS[C:3]1[N:4]=[C:5]([CH2:12][C:13]2[CH:18]=[CH:17][CH:16]=[C:15]([C:19]([F:22])([F:21])[F:20])[CH:14]=2)[NH:6][C:7](=[O:11])[C:8]=1[C:9]#[N:10].[NH:23]1[CH2:28][CH2:27][CH2:26][CH2:25][CH2:24]1>>[O:11]=[C:7]1[NH:6][C:5]([CH2:12][C:13]2[CH:18]=[CH:17][CH:16]=[C:15]([C:19]([F:22])([F:21])[F:20])[CH:14]=2)=[N:4][C:3]([N:23]2[CH2:28][CH2:27][CH2:26][CH2:25][CH2:24]2)=[C:8]1[C:9]#[N:10]. Procedure: In analogy to the preparation of Example 1, 100 mg (0.31 mmol) of 4-(methylsulphanyl)-6-oxo-2-[3-(trifluoromethyl)benzyl]-1,6-dihydropyrimidine-5-carbonitrile are reacted with 262 mg (3.07 mmol) of piperidine to give 26 mg (22% of theory) of the title compound. Reactants: ClC(=O)N1C2=C(C(NC3=C1C=CC=C3)=O)C=CC=N2 (11-(chlorocarbonyl)-6,11-dihydro-5H-pyrido[2,3-b][1,5]benzodiazepin-5-one), C(C)N(CCOCCC1CCNCC1)CC (4-[2-[2-(diethylamino)ethoxy]ethyl]piperidine), Cl (hydrochloride). Product: C(C)N(CCOCCC1CCN(CC1)C(=O)N1C2=C(C(NC3=C1C=CC=C3)=O)C=CC=N2)CC (11-[[4-[2-[2-(Diethylamino)ethoxy]ethyl]-1-piperidinyl]carbonyl]-6,11-dihydro-5H-pyrido[2,3-b][1,5]benzodiazepin-5-one). The yield is 83.0%. RXN SMILES: Cl[C:2]([N:4]1[C:10]2[CH:11]=[CH:12][CH:13]=[CH:14][C:9]=2[NH:8][C:7](=[O:15])[C:6]2[CH:16]=[CH:17][CH:18]=[N:19][C:5]1=2)=[O:3].[CH2:20]([N:22]([CH2:34][CH3:35])[CH2:23][CH2:24][O:25][CH2:26][CH2:27][CH:28]1[CH2:33][CH2:32][NH:31][CH2:30][CH2:29]1)[CH3:21].Cl>>[CH2:34]([N:22]([CH2:20][CH3:21])[CH2:23][CH2:24][O:25][CH2:26][CH2:27][CH:28]1[CH2:33][CH2:32][N:31]([C:2]([N:4]2[C:10]3[CH:11]=[CH:12][CH:13]=[CH:14][C:9]=3[NH:8][C:7](=[O:15])[C:6]3[CH:16]=[CH:17][CH:18]=[N:19][C:5]2=3)=[O:3])[CH2:30][CH2:29]1)[CH3:35]. Reported procedure: Prepared analogously to Example 4 from 11-(chlorocarbonyl)-6,11-dihydro-5H-pyrido[2,3-b][1,5]benzodiazepin-5-one and 4-[2-[2-(diethylamino)ethoxy]ethyl]piperidine in a yield of 83% of theory. The colourless hydrochloride melted at 148°-150° C. (ethyl acetate).